From a dataset of the Open Reaction Database (ORD), a public repository of structured organic reaction records. describe an organic reaction: reactants, conditions, products, and yield The reactants are CCCCOB(OCCCC)OCCCC, O=Cc1cc(O)ccc1Br, CCCCN, CCOC(C)=O, Cl, [Na+], O=C([O-])O, CC(=O)CC(=O)C=Cc1ccc2cc[nH]c2c1. Yields the product O=C(C=Cc1ccc2cc[nH]c2c1)CC(=O)C=Cc1cc(O)ccc1Br. As a reaction SMILES: [B:28]([O:29][CH2:30][CH2:31][CH2:32][CH3:33])([O:34][CH2:35][CH2:36][CH2:37][CH3:38])[O:39][CH2:40][CH2:41][CH2:42][CH3:43].[Br:18][c:19]1[c:20]([CH:21]=[O:22])[cH:23][c:24]([OH:27])[cH:25][cH:26]1.[CH2:44]([NH2:45])[CH2:46][CH2:47][CH3:48].[CH3:55][CH2:56][O:57][C:58](=[O:59])[CH3:60].[ClH:49].[Na+:54].[O-:50][C:51]([OH:52])=[O:53].[nH:1]1[cH:2][cH:3][c:4]2[cH:5][cH:6][c:7]([CH:10]=[CH:11][C:12]([CH2:13][C:14]([CH3:15])=[O:16])=[O:17])[cH:8][c:9]12>>[nH:1]1[cH:2][cH:3][c:4]2[cH:5][cH:6][c:7]([CH:10]=[CH:11][C:12]([CH2:13][C:14]([CH:15]=[CH:21][c:20]3[c:19]([Br:18])[cH:26][cH:25][c:24]([OH:27])[cH:23]3)=[O:16])=[O:17])[cH:8][c:9]12. Starting materials: O=C(CBr)C12CC3CC(CC(C3)C1)C2, CCS, C1CCOC1, [Li]CCCC. Product: CCSCC(=O)C12CC3CC(CC(C3)C1)C2. RXN SMILES: [Br:9][CH2:10][C:11](=[O:12])[C:13]12[CH2:14][CH:15]3[CH2:16][CH:17]([CH2:18][CH:19]([CH2:20]1)[CH2:21]3)[CH2:22]2.[CH2:1]([CH3:2])[SH:3].[CH2:23]1[O:24][CH2:25][CH2:26][CH2:27]1.[CH2:4]([Li:5])[CH2:6][CH2:7][CH3:8]>>[CH2:1]([CH3:2])[S:3][CH2:10][C:11](=[O:12])[C:13]12[CH2:14][CH:15]3[CH2:16][CH:17]([CH2:18][CH:19]([CH2:20]1)[CH2:21]3)[CH2:22]2. Reactants: O=C1OC(Br)c2ccccc21, CN(C)C=O, O=C([O-])Cc1ccccc1Nc1c(Cl)cccc1Cl, [Na+], O. Yields the product O=C(Cc1ccccc1Nc1c(Cl)cccc1Cl)OC1OC(=O)c2ccccc21. RXN SMILES: [Br:1][CH:2]1[O:3][C:4](=[O:5])[c:6]2[cH:7][cH:8][cH:9][cH:10][c:11]21.[CH3:33][N:34]([CH3:35])[CH:36]=[O:37].[Cl:12][c:13]1[c:14]([NH:15][c:16]2[c:17]([CH2:22][C:23](=[O:24])[O-:25])[cH:18][cH:19][cH:20][cH:21]2)[c:26]([Cl:30])[cH:27][cH:28][cH:29]1.[Na+:31].[OH2:32]>>[CH:2]1([O:25][C:23]([CH2:22][c:17]2[c:16]([NH:15][c:14]3[c:13]([Cl:12])[cH:29][cH:28][cH:27][c:26]3[Cl:30])[cH:21][cH:20][cH:19][cH:18]2)=[O:24])[O:3][C:4](=[O:5])[c:6]2[cH:7][cH:8][cH:9][cH:10][c:11]21. The reactants are COCCO, CCN(C(C)C)C(C)C, Cc1cnc(Cl)nc1Cl, CC(C)NC(=O)c1ccccc1N, O. The product is Cc1cnc(Cl)nc1Nc1ccccc1C(=O)NC(C)C. Reaction SMILES: [CH3:32][O:33][CH2:34][CH2:35][OH:36].[CH:23]([N:24]([CH:25]([CH3:26])[CH3:27])[CH2:28][CH3:29])([CH3:30])[CH3:31].[Cl:1][c:2]1[n:3][cH:4][c:5]([CH3:9])[c:6]([Cl:8])[n:7]1.[NH2:10][c:11]1[c:12]([C:13](=[O:14])[NH:15][CH:16]([CH3:17])[CH3:18])[cH:19][cH:20][cH:21][cH:22]1.[OH2:37]>>[Cl:1][c:2]1[n:3][cH:4][c:5]([CH3:9])[c:6]([NH:10][c:11]2[c:12]([C:13](=[O:14])[NH:15][CH:16]([CH3:17])[CH3:18])[cH:19][cH:20][cH:21][cH:22]2)[n:7]1. Reactants: CC(C)(C)c1ccc(-c2nc(-c3ccc(Br)cc3)nc(-c3ccc(C(C)(C)C)cc3)n2)cc1, Brc1ccc(-c2ccccn2)cc1, [Li]C(C)(C)C, CCCCC, C1CCOC1, [Pd], c1ccc(P(c2ccccc2)c2ccccc2)cc1, c1ccc(P(c2ccccc2)c2ccccc2)cc1, c1ccc(P(c2ccccc2)c2ccccc2)cc1, c1ccc(P(c2ccccc2)c2ccccc2)cc1. Product: CC(C)(C)c1ccc(-c2nc(-c3ccc(-c4ccc(-c5ccccn5)cc4)cc3)nc(-c3ccc(C(C)(C)C)cc3)n2)cc1. Reaction SMILES: [Br:11][c:12]1[cH:13][cH:14][c:15](-[c:18]2[n:19][c:20](-[c:34]3[cH:35][cH:36][c:37]([C:40]([CH3:41])([CH3:42])[CH3:43])[cH:38][cH:39]3)[n:21][c:22](-[c:24]3[cH:25][cH:26][c:27]([C:30]([CH3:31])([CH3:32])[CH3:33])[cH:28][cH:29]3)[n:23]2)[cH:16][cH:17]1.[Br:44][c:45]1[cH:46][cH:47][c:48](-[c:51]2[n:52][cH:53][cH:54][cH:55][cH:56]2)[cH:49][cH:50]1.[C:6]([Li:7])([CH3:8])([CH3:9])[CH3:10].[CH3:1][CH2:2][CH2:3][CH2:4][CH3:5].[O:57]1[CH2:58][CH2:59][CH2:60][CH2:61]1.[Pd:62].[c:101]1([P:102]([c:103]2[cH:104][cH:105][cH:106][cH:107][cH:108]2)[c:109]2[cH:110][cH:111][cH:112][cH:113][cH:114]2)[cH:115][cH:116][cH:117][cH:118][cH:119]1.[c:120]1([P:121]([c:122]2[cH:123][cH:124][cH:125][cH:126][cH:127]2)[c:128]2[cH:129][cH:130][cH:131][cH:132][cH:133]2)[cH:134][cH:135][cH:136][cH:137][cH:138]1.[c:63]1([P:64]([c:65]2[cH:66][cH:67][cH:68][cH:69][cH:70]2)[c:71]2[cH:72][cH:73][cH:74][cH:75][cH:76]2)[cH:77][cH:78][cH:79][cH:80][cH:81]1.[c:82]1([P:83]([c:84]2[cH:85][cH:86][cH:87][cH:88][cH:89]2)[c:90]2[cH:91][cH:92][cH:93][cH:94][cH:95]2)[cH:96][cH:97][cH:98][cH:99][cH:100]1>>[c:12]1(-[c:45]2[cH:46][cH:47][c:48](-[c:51]3[n:52][cH:53][cH:54][cH:55][cH:56]3)[cH:49][cH:50]2)[cH:13][cH:14][c:15](-[c:18]2[n:19][c:20](-[c:34]3[cH:35][cH:36][c:37]([C:40]([CH3:41])([CH3:42])[CH3:43])[cH:38][cH:39]3)[n:21][c:22](-[c:24]3[cH:25][cH:26][c:27]([C:30]([CH3:31])([CH3:32])[CH3:33])[cH:28][cH:29]3)[n:23]2)[cH:16][cH:17]1. Starting materials: N1CC(C(=O)OC(C)(C)C)CCC1 (Tert-Butyl Nipecotate), FC1=C(C=CC=C1)[N+](=O)[O-] (2-fluoronitrobenzene), [F-].[Cs+] (CsF). The solvent is C1(=CC=CC=C1)C (toluene), C(C)(=O)OCC (ethyl acetate). Run at time 18 hour. The product is [N+](=O)([O-])C1=C(C=CC=C1)N1CC(CCC1)C(=O)OC(C)(C)C (2-Nitro-(3-(tert-butyloxycarbonyl)piperidin-1-yl)benzene). Isolated yield 96.2%. Reaction SMILES: [NH:1]1[CH2:13][CH2:12][CH2:11][CH:3]([C:4]([O:6][C:7]([CH3:10])([CH3:9])[CH3:8])=[O:5])[CH2:2]1.F[C:15]1[CH:20]=[CH:19][CH:18]=[CH:17][C:16]=1[N+:21]([O-:23])=[O:22].[F-].[Cs+]>C1(C)C=CC=CC=1.C(OCC)(=O)C>[N+:21]([C:16]1[CH:17]=[CH:18][CH:19]=[CH:20][C:15]=1[N:1]1[CH2:13][CH2:12][CH2:11][CH:3]([C:4]([O:6][C:7]([CH3:9])([CH3:10])[CH3:8])=[O:5])[CH2:2]1)([O-:23])=[O:22] |f:2.3|. Reported procedure: To a solution of Example 437C (10.4 g, 56.1 mmol) in toluene (112 mL) was added 2-fluoronitrobenzene (6.0 mL, 56 mmol) and CsF (852 mg, 5.6. mmol). The reaction mixture was stirred under reflux conditions for 18 h, and allowed to cool to ambient temperature. The mixture was diluted with ethyl acetate (100 mL), washed with 10% HCl (2×50 mL), followed by brine (3×100 mL), then dried (Na2SO4) and evaporated in vacuo to obtain the title compound (16.5 g, 94%). MS (ESI) m/e 307 (M+H)+. Starting materials: [Al+3], C=CCC1CCCCCCCCCCC1=O, CC(C)[O-], CC(C)[O-], CC(C)=O, CC(C)[O-], CC(C)O. Product: C=CCC1CCCCCCCCCCC1O. Reaction SMILES: [Al+3:5].[CH2:14]([CH:15]=[CH2:16])[CH:17]1[C:18](=[O:29])[CH2:19][CH2:20][CH2:21][CH2:22][CH2:23][CH2:24][CH2:25][CH2:26][CH2:27][CH2:28]1.[CH3:10][CH:11]([CH3:12])[O-:13].[CH3:1][CH:2]([CH3:3])[O-:4].[CH3:30][C:31](=[O:32])[CH3:33].[CH3:6][CH:7]([CH3:8])[O-:9].[CH:34]([OH:35])([CH3:36])[CH3:37]>>[CH2:14]([CH:15]=[CH2:16])[CH:17]1[CH:18]([OH:29])[CH2:19][CH2:20][CH2:21][CH2:22][CH2:23][CH2:24][CH2:25][CH2:26][CH2:27][CH2:28]1. Starting materials: C(=O)(O)CCSC1C2=C(OCC3=C1C=CC=C3)C=CC(=C2)OCC2=NC3=CC=CC=C3C=C2 (11-(2-carboxyethylthio)-2-(quinolin-2-yl)methoxy-6,11-dihydrodibenz[b,e]oxepine), NC1=NN=NN1 (5-aminotetrazole), Cl.C(C)N=C=NCCCN(C)C (1-ethyl-3-(3-dimethylaminopropyl)carbodiimide hydrochloride). Reagents/catalysts: CN(C1=CC=NC=C1)C (4-dimethylaminopyridine). Run in C(Cl)Cl (methylene chloride). Run at time 2 day. The product is N1=C(C=CC2=CC=CC=C12)COC1=CC2=C(OCC3=C(C2SCCC(=O)NC2=NN=NN2)C=CC=C3)C=C1 (2-(Quinolin-2-yl)methoxy-11-[2-[(tetrazol-5-yl)aminocarbon-yl]ethylthio]-6,11-dihydrodibenz[b,e]oxepine). Isolated yield 47.4%. Reaction SMILES: [C:1]([CH2:4][CH2:5][S:6][CH:7]1[C:13]2[CH:14]=[CH:15][CH:16]=[CH:17][C:12]=2[CH2:11][O:10][C:9]2[CH:18]=[CH:19][C:20]([O:22][CH2:23][C:24]3[CH:33]=[CH:32][C:31]4[C:26](=[CH:27][CH:28]=[CH:29][CH:30]=4)[N:25]=3)=[CH:21][C:8]1=2)([OH:3])=O.[NH2:34][C:35]1[NH:39][N:38]=[N:37][N:36]=1.Cl.C(N=C=NCCCN(C)C)C>CN(C)C1C=CN=CC=1.C(Cl)Cl>[N:25]1[C:26]2[C:31](=[CH:30][CH:29]=[CH:28][CH:27]=2)[CH:32]=[CH:33][C:24]=1[CH2:23][O:22][C:20]1[CH:19]=[CH:18][C:9]2[O:10][CH2:11][C:12]3[CH:17]=[CH:16][CH:15]=[CH:14][C:13]=3[CH:7]([S:6][CH2:5][CH2:4][C:1]([NH:34][C:35]3[NH:39][N:38]=[N:37][N:36]=3)=[O:3])[C:8]=2[CH:21]=1 |f:2.3|. Procedure: 0.92 g of 11-(2-carboxyethylthio)-2-(quinolin-2-yl)methoxy-6,11-dihydrodibenz[b,e]oxepine obtained in Example 11, 0.21 g of 5-aminotetrazole and 0.5 g of 1-ethyl-3-(3-dimethylaminopropyl)carbodiimide hydrochloride and 0.25 g of 4-dimethylaminopyridine dissolved in 20 ml of methylene chloride were stirred at room temperature for 2 days. After this reaction mixture was washed with 1N-hydrochloric acid and a saturated saline solution, the organic layer was dried over anhydrous sodium sulfate. The r... Starting materials: Nc1ccc(Br)cc1C(F)(F)F, CC(C)(C)OC(=O)N1CCCC1C(=O)O, CCOCC, O=C(Cl)C(=O)Cl, ClCCl, c1ccncc1. Yields the product CC(C)(C)OC(=O)N1CCCC1C(=O)Nc1ccc(Br)cc1C(F)(F)F. RXN SMILES: [Br:28][c:29]1[cH:30][c:31]([C:36]([F:37])([F:38])[F:39])[c:32]([NH2:33])[cH:34][cH:35]1.[C:1]([CH3:2])([CH3:3])([CH3:4])[O:5][C:6](=[O:7])[N:8]1[CH:9]([C:13](=[O:14])[OH:15])[CH2:10][CH2:11][CH2:12]1.[CH3:40][CH2:41][O:42][CH2:43][CH3:44].[Cl:22][C:23]([C:24]([Cl:25])=[O:26])=[O:27].[Cl:45][CH2:46][Cl:47].[cH:16]1[cH:17][cH:18][n:19][cH:20][cH:21]1>>[C:1]([CH3:2])([CH3:3])([CH3:4])[O:5][C:6](=[O:7])[N:8]1[CH:9]([C:13](=[O:15])[NH:33][c:32]2[c:31]([C:36]([F:37])([F:38])[F:39])[cH:30][c:29]([Br:28])[cH:35][cH:34]2)[CH2:10][CH2:11][CH2:12]1.